This data is from the Open Reaction Database (ORD), a public repository of structured organic reaction records. The task is: describe an organic reaction: reactants, conditions, products, and yield The reactants are ClCCl, CC(C)(C)OC(=O)c1ccc(N(Cc2cccnc2)c2ccc(OC(F)F)c(OC(F)F)c2)cc1, O=C(O)C(F)(F)F. The product is O=C(O)c1ccc(N(Cc2cccnc2)c2ccc(OC(F)F)c(OC(F)F)c2)cc1. As a reaction SMILES: [Cl:43][CH2:44][Cl:45].[F:1][CH:2]([O:3][c:4]1[cH:5][c:6]([N:14]([c:15]2[cH:16][cH:17][c:18]([C:19](=[O:20])[O:21][C:22]([CH3:23])([CH3:24])[CH3:25])[cH:26][cH:27]2)[CH2:28][c:29]2[cH:30][n:31][cH:32][cH:33][cH:34]2)[cH:7][cH:8][c:9]1[O:10][CH:11]([F:12])[F:13])[F:35].[OH:36][C:37]([C:38]([F:39])([F:40])[F:41])=[O:42]>>[F:1][CH:2]([O:3][c:4]1[cH:5][c:6]([N:14]([c:15]2[cH:16][cH:17][c:18]([C:19](=[O:20])[OH:21])[cH:26][cH:27]2)[CH2:28][c:29]2[cH:30][n:31][cH:32][cH:33][cH:34]2)[cH:7][cH:8][c:9]1[O:10][CH:11]([F:12])[F:13])[F:35].